This data is from the Open Reaction Database (ORD), a public repository of structured organic reaction records. The task is: describe an organic reaction: reactants, conditions, products, and yield Reactants: N1N=CC(=C1)C1=CC2=C(C=N1)C=NN2C2=CC=CC(=N2)N2CCN(CCC2)C(=O)OC(C)(C)C (tert-butyl 4-(6-(6-(1H-pyrazol-4-yl)-1H-pyrazolo[4,3-c]pyridin-1-yl)pyridin-2-yl)-1,4-diazepane-1-carboxylate), O1CC1 (oxirane). Yields the product N1(CCNCCC1)C1=CC=CC(=N1)N1N=CC=2C=NC(=CC21)C=2C=NN(C2)CCO (2-(4-(1-(6-(1,4-Diazepan-1-yl)pyridin-2-yl)-1H-pyrazolo[4,3-c]pyridin-6-yl)-1H-pyrazol-1-yl)ethanol). Isolated yield 71.0%. As a reaction SMILES: [NH:1]1[CH:5]=[C:4]([C:6]2[N:11]=[CH:10][C:9]3[CH:12]=[N:13][N:14]([C:15]4[N:20]=[C:19]([N:21]5[CH2:27][CH2:26][CH2:25][N:24](C(OC(C)(C)C)=O)[CH2:23][CH2:22]5)[CH:18]=[CH:17][CH:16]=4)[C:8]=3[CH:7]=2)[CH:3]=[N:2]1.[O:35]1[CH2:37][CH2:36]1>>[N:21]1([C:19]2[N:20]=[C:15]([N:14]3[C:8]4[CH:7]=[C:6]([C:4]5[CH:3]=[N:2][N:1]([CH2:37][CH2:36][OH:35])[CH:5]=5)[N:11]=[CH:10][C:9]=4[CH:12]=[N:13]3)[CH:16]=[CH:17][CH:18]=2)[CH2:27][CH2:26][CH2:25][NH:24][CH2:23][CH2:22]1. Procedure details: Following the procedures as described in Example 61 and starting with tert-butyl 4-(6-(6-(1H-pyrazol-4-yl)-1H-pyrazolo[4,3-c]pyridin-1-yl)pyridin-2-yl)-1,4-diazepane-1-carboxylate and oxirane, 152 was obtained as a light yellow solid (102 mg, 71%) over two steps. 1H NMR (500 MHz, CDCl3) δ (ppm) 8.941-8.942 (d, J=0.5 Hz, 1H), 8.57 (s, 1H), 8.17 (s, 1H), 8.07 (s, 1H), 7.86 (s, 1H), 7.57-7.60 (t, J=16 Hz, 1H), 7.22-7.26 (t, J=20.5 Hz, 1H), 6.36-6.37 (d, J=8 Hz, 1H), 4.30-4.32 (t, J=9.5 Hz, 2H), 4.0... The product is OC=1C=C(C=C(C1)C1=CNC=2N=CN=C(C21)N[C@@H](C)C2=NN1C(C(N2C2=CC=CC=C2)=O)=C(C=C1)C)NS(=O)(=O)N (N-[3-Hydroxy-5-(4-{[(1S)-1-(5-methyl-4-oxo-3-phenyl-3,4-dihydropyrrolo[2,1-f][1,2,4]triazin-2-yl)ethyl]amino}-7H-pyrrolo[2,3-d]pyrimidin-5-yl)phenyl]sulfamide). The reactants are OC=1C=C(C=C(C1)C1=CN(C=2N=CN=C(C21)N[C@@H](C)C2=NN1C(C(N2C2=CC=CC=C2)=O)=C(C=C1)C)COCC[Si](C)(C)C)NS(=O)(=O)N (N-[3-hydroxy-5-(4-{[(1S)-1-(5-methyl-4-oxo-3-phenyl-3,4-dihydropyrrolo[2,1-f][1,2,4]triazin-2-yl)ethyl]amino}-7-{[2-(trimethylsilyl)ethoxy]methyl}-7H-pyrrolo[2,3-d]pyrimidin-5-yl)phenyl]sulfamide), FC(C(=O)O)(F)F (trifluoroacetic acid), N (ammonia). Procedure: N-[3-hydroxy-5-(4-{[(1S)-1-(5-methyl-4-oxo-3-phenyl-3,4-dihydropyrrolo[2,1-f][1,2,4]triazin-2-yl)ethyl]amino}-7-{[2-(trimethylsilyl)ethoxy]methyl}-7H-pyrrolo[2,3-d]pyrimidin-5-yl)phenyl]sulfamide (38 mg, 0.05 mmol) was treated with trifluoroacetic acid (760 μl, 9.86 mmol) and a solution of ammonia (7N in methanol, 780 μl, 5.32 mmol) according to the method described in Example 27. The residue was purified using SP1® Purification System (0% to 15% dichloromethane-2-propanol) to obtain 20 mg (63% ... RXN SMILES: [OH:1][C:2]1[CH:3]=[C:4]([NH:45][S:46]([NH2:49])(=[O:48])=[O:47])[CH:5]=[C:6]([C:8]2[C:16]3[C:15]([NH:17][C@H:18]([C:20]4[N:25]([C:26]5[CH:31]=[CH:30][CH:29]=[CH:28][CH:27]=5)[C:24](=[O:32])[C:23]5=[C:33]([CH3:36])[CH:34]=[CH:35][N:22]5[N:21]=4)[CH3:19])=[N:14][CH:13]=[N:12][C:11]=3[N:10](COCC[Si](C)(C)C)[CH:9]=2)[CH:7]=1.FC(F)(F)C(O)=O.N>>[OH:1][C:2]1[CH:3]=[C:4]([NH:45][S:46]([NH2:49])(=[O:47])=[O:48])[CH:5]=[C:6]([C:8]2[C:16]3[C:15]([NH:17][C@H:18]([C:20]4[N:25]([C:26]5[CH:27]=[CH:28][CH:29]=[CH:30][CH:31]=5)[C:24](=[O:32])[C:23]5=[C:33]([CH3:36])[CH:34]=[CH:35][N:22]5[N:21]=4)[CH3:19])=[N:14][CH:13]=[N:12][C:11]=3[NH:10][CH:9]=2)[CH:7]=1. Isolated yield 70.0%.